Dataset: the Open Reaction Database (ORD), a public repository of structured organic reaction records. Task: describe an organic reaction: reactants, conditions, products, and yield The reactants are CI, COCC1CN(CCN2CCN(C(=O)c3cc(C(F)(F)F)cc(C(F)(F)F)c3)C(Cc3ccc(C)c(NC(=O)C(F)(F)F)c3)C2)CCO1, [H-], [Na+], C1CCOC1. Product: COCC1CN(CCN2CCN(C(=O)c3cc(C(F)(F)F)cc(C(F)(F)F)c3)C(Cc3ccc(C)c(N(C)C(=O)C(F)(F)F)c3)C2)CCO1. RXN SMILES: [CH3:51][I:52].[F:1][C:2]([c:3]1[cH:4][c:5]([C:6](=[O:7])[N:8]2[CH:9]([CH2:25][c:26]3[cH:27][c:28]([NH:33][C:34]([C:35]([F:36])([F:37])[F:38])=[O:39])[c:29]([CH3:32])[cH:30][cH:31]3)[CH2:10][N:11]([CH2:14][CH2:15][N:16]3[CH2:17][CH:18]([CH2:22][O:23][CH3:24])[O:19][CH2:20][CH2:21]3)[CH2:12][CH2:13]2)[cH:40][c:41]([C:43]([F:44])([F:45])[F:46])[cH:42]1)([F:47])[F:48].[H-:49].[Na+:50].[O:53]1[CH2:54][CH2:55][CH2:56][CH2:57]1>>[F:1][C:2]([c:3]1[cH:4][c:5]([C:6](=[O:7])[N:8]2[CH:9]([CH2:25][c:26]3[cH:27][c:28]([N:33]([C:34]([C:35]([F:36])([F:37])[F:38])=[O:39])[CH3:51])[c:29]([CH3:32])[cH:30][cH:31]3)[CH2:10][N:11]([CH2:14][CH2:15][N:16]3[CH2:17][CH:18]([CH2:22][O:23][CH3:24])[O:19][CH2:20][CH2:21]3)[CH2:12][CH2:13]2)[cH:40][c:41]([C:43]([F:44])([F:45])[F:46])[cH:42]1)([F:47])[F:48].